Dataset: the Open Reaction Database (ORD), a public repository of structured organic reaction records. Task: describe an organic reaction: reactants, conditions, products, and yield Starting materials: CCOC(=O)c1cc(Nc2c(F)cc(F)cc2Cl)c(Cl)cc1Cl, [Na+], [OH-], O=S(=O)(O)O. Yields the product O=C(O)c1cc(Nc2c(F)cc(F)cc2Cl)c(Cl)cc1Cl. Reaction SMILES: [Cl:1][c:2]1[c:3]([C:4](=[O:5])[O:6][CH2:7][CH3:8])[cH:9][c:10]([NH:14][c:15]2[c:16]([Cl:23])[cH:17][c:18]([F:22])[cH:19][c:20]2[F:21])[c:11]([Cl:13])[cH:12]1.[Na+:25].[OH-:24].[S:26](=[O:27])(=[O:28])([OH:29])[OH:30]>>[Cl:1][c:2]1[c:3]([C:4](=[O:5])[OH:6])[cH:9][c:10]([NH:14][c:15]2[c:16]([Cl:23])[cH:17][c:18]([F:22])[cH:19][c:20]2[F:21])[c:11]([Cl:13])[cH:12]1. The reactants are C(CCCCC)N1CC(C(CC1)(C1=CC(=CC=C1)C=O)C)C (1-hexyl-3,4-dimethyl-4-(3-formylphenyl)piperidine), Cl.NO (hydroxylamine hydrochloride). The solvent is N1=CC=CC=C1 (pyridine), C(C)O (ethanol). Product: C(CCCCC)N1CC(C(CC1)(C1=CC(=CC=C1)C=NO)C)C (1-Hexyl-3,4-dimethyl-4-(3-(N-hydroxy)iminomethylphenyl)piperidine). The yield is 21.1%. RXN SMILES: [CH2:1]([N:7]1[CH2:12][CH2:11][C:10]([CH3:21])([C:13]2[CH:18]=[CH:17][CH:16]=[C:15]([CH:19]=O)[CH:14]=2)[CH:9]([CH3:22])[CH2:8]1)[CH2:2][CH2:3][CH2:4][CH2:5][CH3:6].Cl.[NH2:24][OH:25]>N1C=CC=CC=1.C(O)C>[CH2:1]([N:7]1[CH2:12][CH2:11][C:10]([CH3:21])([C:13]2[CH:18]=[CH:17][CH:16]=[C:15]([CH:19]=[N:24][OH:25])[CH:14]=2)[CH:9]([CH3:22])[CH2:8]1)[CH2:2][CH2:3][CH2:4][CH2:5][CH3:6] |f:1.2|. Procedure details: A solution of 1-hexyl-3,4-dimethyl-4-(3-formylphenyl)piperidine (Example 28, 80 mg, 0.27 mmol) in a mixture of pyridine (1 mL) and ethanol (1 mL) was treated with hydroxylamine hydrochloride (22 mg, 0.32 mmol) and the resulting mixture was heated at reflux for 18 hours. The solvent was evaporated in vacuo and the residual orange oil was purified by column chromatography on silica gel (10 g) eluted with a gradient of dichloromethane:methanol:0.880 ammonia (98:1:1 to 94:5:1). This gave the title c... Procedure details: The named compound was made in a manner analogous to that of Example 4(c) using 4-chloro-2-(4-chlorophenyl)-6-fluoroquinoline, prepared as described in Example 4(b), and N-methylisonipecotamide as starting materials. It was obtained as colorless needles, mp 279°-282°dec on recrystallization from pyridine. Reaction SMILES: Cl[C:2]1[C:11]2[C:6](=[CH:7][CH:8]=[C:9]([F:12])[CH:10]=2)[N:5]=[C:4]([C:13]2[CH:18]=[CH:17][C:16]([Cl:19])=[CH:15][CH:14]=2)[CH:3]=1.[CH3:20][NH:21][C:22](=[O:29])[CH:23]1[CH2:28][CH2:27][NH:26][CH2:25][CH2:24]1>>[F:12][C:9]1[CH:10]=[C:11]2[C:6](=[CH:7][CH:8]=1)[N:5]=[C:4]([C:13]1[CH:18]=[CH:17][C:16]([Cl:19])=[CH:15][CH:14]=1)[CH:3]=[C:2]2[N:26]1[CH2:27][CH2:28][CH:23]([C:22]([NH:21][CH3:20])=[O:29])[CH2:24][CH2:25]1. Product: FC=1C=C2C(=CC(=NC2=CC1)C1=CC=C(C=C1)Cl)N1CCC(CC1)C(=O)NC (1-[6-Fluoro-2-(4-chlorophenyl)-4-quinolinyl]-N-methyl-4-piperidinecarboxamide). Reactants: ClC1=CC(=NC2=CC=C(C=C12)F)C1=CC=C(C=C1)Cl (4-chloro-2-(4-chlorophenyl)-6-fluoroquinoline), CNC(C1CCNCC1)=O (N-methylisonipecotamide). Reactants: B, CSC, CO, Cl, Cc1cc2cc(C#N)ccc2c(N)n1, C1CCOC1. Yields the product Cl, Cc1cc2cc(CN)ccc2c(N)n1. Reaction SMILES: [BH3:18].[CH3:15][S:16][CH3:17].[CH3:19][OH:20].[ClH:21].[NH2:1][c:2]1[n:3][c:4]([CH3:14])[cH:5][c:6]2[cH:7][c:8]([C:12]#[N:13])[cH:9][cH:10][c:11]12.[O:22]1[CH2:23][CH2:24][CH2:25][CH2:26]1>>[ClH:21].[NH2:1][c:2]1[n:3][c:4]([CH3:14])[cH:5][c:6]2[cH:7][c:8]([CH2:12][NH2:13])[cH:9][cH:10][c:11]12. Starting materials: NC1=CC=CC=C1 (Aniline), CCN(C(C)C)C(C)C (DIEA), ClC1=NC=CC(=N1)OC (2-chloro-4-methoxypyrimidine). The solvent is CC(C)O (2-propanol). Run at temperature 100 celsius. Product: COC1=NC(=NC=C1)NC1=CC=CC=C1 (4-methoxy-N-phenylpyrimidin-2-amine). Yield: 11.8%. As a reaction SMILES: Cl[C:2]1[N:7]=[C:6]([O:8][CH3:9])[CH:5]=[CH:4][N:3]=1.[NH2:10][C:11]1[CH:16]=[CH:15][CH:14]=[CH:13][CH:12]=1.CCN(C(C)C)C(C)C>CC(O)C>[CH3:9][O:8][C:6]1[CH:5]=[CH:4][N:3]=[C:2]([NH:10][C:11]2[CH:16]=[CH:15][CH:14]=[CH:13][CH:12]=2)[N:7]=1. Reported procedure: A sealed tube was charged with 2-chloro-4-methoxypyrimidine (1.00 g, 6.92 mmol) in 2-propanol (5 mL). Aniline (0.757 ml, 8.30 mmol) and DIEA (1.45 ml, 8.30 mmol) were added and the reaction mixture was heated at 100° C. until the reaction was complete by HPLC. The reaction mixture was cooled to room temperature. The resulting thick suspension was filtered, washed with ethanol, collected and dried under vacuum to yield the desired product (0.164 g) as a white solid. The filtrate was concentrated ... The reactants are CC1=C(C(=CC=C1[N+](=O)[O-])C)OC (2,6-dimethyl-3-nitroanisole), CN(C)C(OC)OC (DMF dimethyl acetal), N1CCCC1 (pyrrolidine). Run in CN(C)C=O (DMF). Reaction conditions: temperature 125 celsius, time 3 hour. The product is COC1=C2C=CNC2=CC=C1C (4-Methoxy-5-methylindole). Isolated yield 16.5%. RXN SMILES: [CH3:1][C:2]1[C:7]([N+:8]([O-])=O)=[CH:6][CH:5]=[C:4]([CH3:11])[C:3]=1[O:12][CH3:13].[CH3:14]N(C(OC)OC)C.N1CCCC1>CN(C=O)C>[CH3:13][O:12][C:3]1[C:4]([CH3:11])=[CH:5][CH:6]=[C:7]2[C:2]=1[CH:1]=[CH:14][NH:8]2. Procedure: To a stirred solution of 2,6-dimethyl-3-nitroanisole (3.26 g, 18 mmol) in dry DMF (36 ml) were added DMF dimethyl acetal (2.51 g, 19.8 mmol, 2.8 ml) and pyrrolidine (1.8 ml). The reaction mixture was stirred under N2 at 125° C. for 3 h, cooled to rt and concentrated in vacuo. The oily residue was dissolved in a mixture of toluene-acetic acid (5:3, 36 ml) and added to a stirred mixture of iron powder (18 g) and silica gel (70-230 mesh, 45 g) in a mixture of toluene-acetic acid (5:3, 234 ml). The ... The reactants are C(#N)C=1OC=CC1 (2-Cyanofuran), NO (hydroxylamine). Yields the product ONC(=N)C=1OC=CC1 (N-Hydroxyfuran-2-carboximidamide). Conditions: temperature 80 celsius. Reaction SMILES: [C:1]([C:3]1[O:4][CH:5]=[CH:6][CH:7]=1)#[N:2].[NH2:8][OH:9]>CCO>[OH:9][NH:8][C:1]([C:3]1[O:4][CH:5]=[CH:6][CH:7]=1)=[NH:2]. Procedure details: 2-Cyanofuran (150 mg, 1.61 mmol) was dissolved in EtOH (1.61 mL) and treated dropwise with aq. hydroxylamine (50% w/w, 296 μL, 4.83 mmol) at room temperature. The mixture was warmed at 80° C. for 1.5 h. Upon completion, the solvent was removed to afford a colorless oil that was used without purification (203 mg, quant.): 1H NMR (CDCl3, 500 MHz) δ 9.34 (br s, 1H), 7.42 (d, 1H, J=1.1 Hz), 6.79 (d, 1H, J=3.3 Hz), 6.42 (dd, 1H, J=1.8, 3.4 Hz), 5.09 (br s, 2H). Run in CCO (EtOH). Starting materials: COC(=O)C1=CC=NC2=C(C=CC=C12)NS(=O)(=O)C1=CC=CC=C1 (8-benzenesulfonylamino-quinoline-4-carboxylic acid methyl ester), CN (methyl amine). Yields the product CNC(=O)C1=CC=NC2=C(C=CC=C12)NS(=O)(=O)C1=CC=CC=C1 (8-Benzenesulfonylamino-quinoline-4-carboxylic acid methylamide). Yield: 50.0%. Reaction SMILES: C[O:2][C:3]([C:5]1[C:14]2[C:9](=[C:10]([NH:15][S:16]([C:19]3[CH:24]=[CH:23][CH:22]=[CH:21][CH:20]=3)(=[O:18])=[O:17])[CH:11]=[CH:12][CH:13]=2)[N:8]=[CH:7][CH:6]=1)=O.[CH3:25][NH2:26]>>[CH3:25][NH:26][C:3]([C:5]1[C:14]2[C:9](=[C:10]([NH:15][S:16]([C:19]3[CH:20]=[CH:21][CH:22]=[CH:23][CH:24]=3)(=[O:18])=[O:17])[CH:11]=[CH:12][CH:13]=2)[N:8]=[CH:7][CH:6]=1)=[O:2]. Procedure: In a similar fashion using route 53 general procedure 122, 8-benzenesulfonylamino-quinoline-4-carboxylic acid methyl ester 225 (50 mg, 0.15 mmol) and methyl amine (33% in EtOH, 3 ml) gave the title compound (23 mg, 50%) after purification by column chromatography with DCM/MeOH (95:5) as the eluent. Starting materials: OC1=C(C=NC2=CC(=CC=C12)C(F)(F)F)CO (4-Hydroxy-7-trifluoromethyl-3-(hydroxymethyl)-quinoline), S(=O)(Cl)Cl (thionyl chloride). Product: OC1=C(C=NC2=CC(=CC=C12)C(F)(F)F)CCl (4-hydroxy-7-trifluoromethyl-3-(chloromethyl)-quinoline). Isolated yield 82.6%. As a reaction SMILES: [OH:1][C:2]1[C:11]2[C:6](=[CH:7][C:8]([C:12]([F:15])([F:14])[F:13])=[CH:9][CH:10]=2)[N:5]=[CH:4][C:3]=1[CH2:16]O.S(Cl)([Cl:20])=O>>[OH:1][C:2]1[C:11]2[C:6](=[CH:7][C:8]([C:12]([F:15])([F:14])[F:13])=[CH:9][CH:10]=2)[N:5]=[CH:4][C:3]=1[CH2:16][Cl:20]. Reported procedure: 4-Hydroxy-7-trifluoromethyl-3-(hydroxymethyl)-quinoline (3.6 grams) was added to an excess (5.9 grams) of thionyl chloride and the mixture was refluxed for 1 hour. Excess thionyl chloride was then evaporated and the remaining residue was crystallized from hexane to give 4-hydroxy-7-trifluoromethyl-3-(chloromethyl)-quinoline (3.2 grams).